From a dataset of the Open Reaction Database (ORD), a public repository of structured organic reaction records. describe an organic reaction: reactants, conditions, products, and yield The reactants are C(C)(=O)OCCC=1C(=NC(=NC1)C=1SC(=CC1)S(N)(=O)=O)NC1=NNC(=C1)C1CC1 (2-(4-(5-cyclopropyl-1H-pyrazol-3-ylamino)-2-(5-sulfamoylthiophen-2-yl)pyrimidin-5-yl)ethyl acetate), O (Water), C(C)(=O)OCCC=1C(=NC(=NC1)C=1SC(=CC1)S(N)(=O)=O)NC1=NNC(=C1)C1CC1 (2-(4-(5-cyclopropyl-1H-pyrazol-3-ylamino)-2-(5-sulfamoylthiophen-2-yl)pyrimidin-5-yl)ethyl acetate), [OH-].[Na+] (NaOH). Run in CO (MeOH). Product: C1(CC1)C1=CC(=NN1)NC1=NC(=NC=C1CCO)C1=CC=C(S1)S(=O)(=O)N (5-(4-(5-cyclopropyl-1H-pyrazol-3-ylamino)-5-(2-hydroxyethyl)pyrimidin-2-yl)thiophene-2-sulfonamide). The yield is 65.6%. As a reaction SMILES: C([O:4][CH2:5][CH2:6][C:7]1[C:8]([NH:22][C:23]2[CH:27]=[C:26]([CH:28]3[CH2:30][CH2:29]3)[NH:25][N:24]=2)=[N:9][C:10]([C:13]2[S:14][C:15]([S:18](=[O:21])(=[O:20])[NH2:19])=[CH:16][CH:17]=2)=[N:11][CH:12]=1)(=O)C.[OH-].[Na+].O>CO>[CH:28]1([C:26]2[NH:25][N:24]=[C:23]([NH:22][C:8]3[C:7]([CH2:6][CH2:5][OH:4])=[CH:12][N:11]=[C:10]([C:13]4[S:14][C:15]([S:18]([NH2:19])(=[O:21])=[O:20])=[CH:16][CH:17]=4)[N:9]=3)[CH:27]=2)[CH2:30][CH2:29]1 |f:1.2|. Procedure: A solution of 2-(4-(5-cyclopropyl-1H-pyrazol-3-ylamino)-2-(5-sulfamoylthiophen-2-yl)pyrimidin-5-yl)ethyl acetate (Compound 313) (200 mg, 0.45 mmol, 1.0 equiv.) and NaOH.aq (2 mL) in MeOH (5 mL) was stirred for 1 h at rt. Water was added and the mixture was extracted with EtOAc. The combined organic phases were washed (brine), dried (Na2SO4), filtered and concentrated to yield 5-(4-(5-cyclopropyl-1H-pyrazol-3-ylamino)-5-(2-hydroxyethyl)pyrimidin-2-yl)thiophene-2-sulfonamide (Compound 239) (120 mg... Reactants: CN, C1CCOC1, O=C1COC(=O)N1CCC1CCN(c2cc3ccccc3cn2)CC1. Yields the product CNC(=O)COC(=O)NCCC1CCN(c2cc3ccccc3cn2)CC1. As a reaction SMILES: [CH3:26][NH2:27].[O:28]1[CH2:29][CH2:30][CH2:31][CH2:32]1.[cH:1]1[n:2][c:3]([N:11]2[CH2:12][CH2:13][CH:14]([CH2:17][CH2:18][N:19]3[C:20](=[O:25])[O:21][CH2:22][C:23]3=[O:24])[CH2:15][CH2:16]2)[cH:4][c:5]2[cH:6][cH:7][cH:8][cH:9][c:10]12>>[cH:1]1[n:2][c:3]([N:11]2[CH2:12][CH2:13][CH:14]([CH2:17][CH2:18][NH:19][C:20]([O:21][CH2:22][C:23](=[O:24])[NH:27][CH3:26])=[O:25])[CH2:15][CH2:16]2)[cH:4][c:5]2[cH:6][cH:7][cH:8][cH:9][c:10]12. The reactants are NCCCCCC(=O)O (ε-Aminocaproic acid), FC(C(=O)OC(C(F)(F)F)=O)(F)F (trifluoroacetic anhydride), FC(C(=O)C1C(=O)N(C(C1)=O)O)(F)F (trifluoroacetyl-N-hydroxysuccinimide). Product: C1(CCCCC1)N=C=NC1CCCCC1 (dicyclohexylcarbodiimide), ON1C(CCC1=O)=O (N-hydroxysuccinimide), ε-(trifluoracetamido) caproic acid N-hydroxysuccinimide ester. RXN SMILES: [NH2:1][CH2:2][CH2:3][CH2:4][CH2:5][CH2:6][C:7](O)=O.F[C:11](F)(F)C(OC(=O)C(F)(F)F)=O.F[C:24](F)(F)[C:25]([CH:27]1[CH2:32][C:31](=[O:33])[N:30]([OH:34])[C:28]1=[O:29])=O>>[CH:2]1([N:1]=[C:28]=[N:30][CH:31]2[CH2:11][CH2:24][CH2:25][CH2:27][CH2:32]2)[CH2:7][CH2:6][CH2:5][CH2:4][CH2:3]1.[OH:34][N:30]1[C:31](=[O:33])[CH2:32][CH2:27][C:28]1=[O:29]. Procedure: ε-Aminocaproic acid is reacted with trifluoroacetic anhydride or trifluoroacetyl-N-hydroxysuccinimide and then dicyclohexylcarbodiimide and N-hydroxysuccinimide, giving ε-(trifluoracetamido) caproic acid N-hydroxysuccinimide ester (TFA-CA-NHS). Starting materials: NC=1C2=C(N=CN1)C(=CS2)C(=O)NC2=C1C=CN=C(C1=CC=C2C)NC2=CC(=C(C=C2)CN2CCN(CC2)CC)C(F)(F)F (4-amino-N-(1-((4-((4-ethylpiperazin-1-yl)methyl)-3-(trifluoromethyl)phenyl)amino)-6-methylisoquinolin-5-yl)thieno[3,2-d]pyrimidine-7-carboxamide), CNC=1C2=C(N=CN1)C(=CS2)C(=O)O (4-methylamino-thieno[3,2-d]pyrimidine-7-carboxylic acid). Product: C(C)N1CCN(CC1)CC1=C(C=C(C=C1)NC1=NC=CC2=C(C(=CC=C12)C)NC(=O)C1=CSC2=C1N=CN=C2NC)C(F)(F)F (N-(1-((4-((4-ethylpiperazin-1-yl)methyl)-3-(trifluoromethyl)phenyl)amino)-6-methylisoquinolin-5-yl)-4-(methylamino)thieno[3,2-d]pyrimidine-7-carboxamide). Isolated yield 12.6%. RXN SMILES: [NH2:1][C:2]1[C:3]2[S:10][CH:9]=[C:8]([C:11]([NH:13][C:14]3[C:23]([CH3:24])=[CH:22][CH:21]=[C:20]4[C:15]=3[CH:16]=[CH:17][N:18]=[C:19]4[NH:25][C:26]3[CH:31]=[CH:30][C:29]([CH2:32][N:33]4[CH2:38][CH2:37][N:36]([CH2:39][CH3:40])[CH2:35][CH2:34]4)=[C:28]([C:41]([F:44])([F:43])[F:42])[CH:27]=3)=[O:12])[C:4]=2[N:5]=[CH:6][N:7]=1.[CH3:45]NC1C2SC=C(C(O)=O)C=2N=CN=1>>[CH2:39]([N:36]1[CH2:35][CH2:34][N:33]([CH2:32][C:29]2[CH:30]=[CH:31][C:26]([NH:25][C:19]3[C:20]4[C:15](=[C:14]([NH:13][C:11]([C:8]5[C:4]6[N:5]=[CH:6][N:7]=[C:2]([NH:1][CH3:45])[C:3]=6[S:10][CH:9]=5)=[O:12])[C:23]([CH3:24])=[CH:22][CH:21]=4)[CH:16]=[CH:17][N:18]=3)=[CH:27][C:28]=2[C:41]([F:43])([F:44])[F:42])[CH2:38][CH2:37]1)[CH3:40]. Reported procedure: The procedures of <Step 3> of Example 1 were repeated in sequence, except for using N1-(4-(4-ethyl-piperazin-1-ylmethyl)-3-trifluoromethyl-phenyl)-6-methyl-isoquinolin-1,5-diamine (0.020 g, 0.05 mmol) obtained in Example 7 and 4-methylamino-thieno[3,2-d]pyrimidine-7-carboxylic acid (see WO 2011009687, 0.05 mmol) to obtain the title compound (4 mg, 13%). The reactants are C(C1=CC=CC=C1)NC1=NC(N(C1C1=CC=CC=C1)C1=CC=C(C=C1)OC)=O ((Rac)-4-benzylamino-1-(4-methoxy-phenyl)-5-phenyl-1,5-dihydro-imidazol-2-one), Cl (HCl). Reaction SMILES: [CH2:1]([NH:8][C:9]1[CH:13]([C:14]2[CH:19]=[CH:18][CH:17]=[CH:16][CH:15]=2)[N:12]([C:20]2[CH:25]=[CH:24][C:23]([O:26][CH3:27])=[CH:22][CH:21]=2)[C:11](=[O:28])[N:10]=1)[C:2]1[CH:7]=[CH:6][CH:5]=[CH:4][CH:3]=1.[ClH:29]>CO>[ClH:29].[CH2:1]([NH:8][C:9]1[CH:13]([C:14]2[CH:19]=[CH:18][CH:17]=[CH:16][CH:15]=2)[N:12]([C:20]2[CH:25]=[CH:24][C:23]([O:26][CH3:27])=[CH:22][CH:21]=2)[C:11](=[O:28])[N:10]=1)[C:2]1[CH:7]=[CH:6][CH:5]=[CH:4][CH:3]=1 |f:3.4|. Yields the product Cl.C(C1=CC=CC=C1)NC1=NC(N(C1C1=CC=CC=C1)C1=CC=C(C=C1)OC)=O ((Rac)-4-benzylamino-1-(4-methoxy-phenyl)-5-phenyl-1,5-dihydro-imidazol-2-one hydrochloride). Reported procedure: 20 mg of (Rac)-4-benzylamino-1-(4-methoxy-phenyl)-5-phenyl-1,5-dihydro-imidazol-2-one was stirred for 2 hours at room temperature in a solution of 3N HCl in methanol. Evaporation of the solvent gave the title compound. m/z (EI) 372.2 (100%, M+H+). The solvent is CO (methanol). Reactants: CCOC(=O)c1oc2cccc(N)c2c1C, CCO, CI, [Na+], [Na+], O=C([O-])[O-]. Yields the product CCOC(=O)c1oc2cccc(NC)c2c1C. As a reaction SMILES: [CH2:1]([CH3:2])[O:3][C:4](=[O:5])[c:6]1[o:7][c:8]2[c:9]([c:10]1[CH3:11])[c:12]([NH2:16])[cH:13][cH:14][cH:15]2.[CH3:25][CH2:26][OH:27].[I:17][CH3:18].[Na+:19].[Na+:20].[O-:21][C:22](=[O:23])[O-:24]>>[CH2:1]([CH3:2])[O:3][C:4](=[O:5])[c:6]1[o:7][c:8]2[c:9]([c:10]1[CH3:11])[c:12]([NH:16][CH3:22])[cH:13][cH:14][cH:15]2. Reactants: COC=1C=C(C#N)C=CC1OCCCCl (3-methoxy-4-chloropropoxybenzonitrile), [N+](=O)(O)[O-] (nitric acid), ice water. Reaction conditions: temperature 30 celsius. Product: [N+](=O)([O-])C1=C(C#N)C=C(C(=C1)OCCCCl)OC (2-nitro-4-chloropropoxy-5-methoxy-benzonitrile). Reaction SMILES: [CH3:1][O:2][C:3]1[CH:4]=[C:5]([CH:8]=[CH:9][C:10]=1[O:11][CH2:12][CH2:13][CH2:14][Cl:15])[C:6]#[N:7].[N+:16]([O-])([OH:18])=[O:17]>>[N+:16]([C:8]1[CH:9]=[C:10]([O:11][CH2:12][CH2:13][CH2:14][Cl:15])[C:3]([O:2][CH3:1])=[CH:4][C:5]=1[C:6]#[N:7])([O-:18])=[O:17]. Reported procedure: 3-methoxy-4-chloropropoxybenzonitrile (1.350 g, 6 mmol) and nitric acid (6 mL) were added into a round bottom flask. The solution was heated to 30° C. while stirring to react for 2 h, then poured into ice-water, filtered, washed with water and air-dried to yield light yellow solid product (1.555 g) with a recovery rate of 96%.